Dataset: the Open Reaction Database (ORD), a public repository of structured organic reaction records. Task: describe an organic reaction: reactants, conditions, products, and yield Reactants: ON1N=NC2=C1C=CC=C2 (1-hydroxy benzotriazole), C(C)OC([C@@H](N)CC(C)C)=O (L-leucine ethyl ester), C1C[C@H](N(C1)C(=O)OCC2=CC=CC=C2)C(=O)O (Z-L-proline), C1CCC(CC1)N=C=NC2CCCCC2 (DCC). Solvent: C(C)N(CC)CC (triethylamine), C(Cl)Cl (CH2Cl2), C(Cl)Cl (CH2Cl2). Yields the product C(C)OC([C@@H](NC([C@H]1N(CCC1)C(=O)OCC1=CC=CC=C1)=O)CC(C)C)=O (N-(benzyloxycarbonyl)-L-prolyl-L-leucine ethyl ester). Reaction SMILES: [CH2:1]1[CH2:5][N:4]([C:6]([O:8][CH2:9][C:10]2[CH:15]=[CH:14][CH:13]=[CH:12][CH:11]=2)=[O:7])[C@H:3]([C:16]([OH:18])=O)[CH2:2]1.ON1C2C=CC=CC=2N=N1.C1CCC(N=C=NC2CCCCC2)CC1.[CH2:44]([O:46][C:47](=[O:54])[C@H:48]([CH2:50][CH:51]([CH3:53])[CH3:52])[NH2:49])[CH3:45]>C(Cl)Cl.C(N(CC)CC)C>[CH2:44]([O:46][C:47](=[O:54])[C@H:48]([CH2:50][CH:51]([CH3:53])[CH3:52])[NH:49][C:16](=[O:18])[C@@H:3]1[CH2:2][CH2:1][CH2:5][N:4]1[C:6]([O:8][CH2:9][C:10]1[CH:11]=[CH:12][CH:13]=[CH:14][CH:15]=1)=[O:7])[CH3:45]. Procedure: To a stirred solution of Z-L-proline (12.7 g, 0.051M) in CH2Cl2 (200 ml) cooled to 0° was added 1-hydroxy benzotriazole (7.0 g) followed by a solution of DCC (10.6 g) in CH2Cl2 (50 ml). After 30 min. at 0° L-leucine ethyl ester (10.0 g, 0.051 molM) was added followed by triethylamine (15 ml) and the reaction mixture was then left to stir and warm up to room temperature overnight. The reaction mixture was then filtered and washed in turn with saturated aq. NaHCO3 (250 ml×3), H2O (250 ml), dilute ... Reactants: BrC=1C=CC(=C(C1)N1CCCC1)OC (1-(5-bromo-2-methoxy-phenyl)-pyrrolidine), [Li]C(C)(C)C (t-BuLi), C(C)(C)OB1OC(C(O1)(C)C)(C)C (2-isopropoxy-4,4,5,5-tetramethyl-[1,3,2]dioxaborolane), [Li]C(C)(C)C (t-BuLi). Run in C1CCOC1 (THF). Reaction conditions: time 30 minute. The product is COC1=C(C=C(C=C1)B1OC(C(O1)(C)C)(C)C)N1CCCC1 (1-[2-methoxy-5-(4,4,5,5-tetramethyl-[1,3,2]dioxaborolan-2-yl)-phenyl]-pyrrolidine). Yield: 36.0%. As a reaction SMILES: Br[C:2]1[CH:3]=[CH:4][C:5]([O:13][CH3:14])=[C:6]([N:8]2[CH2:12][CH2:11][CH2:10][CH2:9]2)[CH:7]=1.[Li]C(C)(C)C.C(O[B:24]1[O:28][C:27]([CH3:30])([CH3:29])[C:26]([CH3:32])([CH3:31])[O:25]1)(C)C>C1COCC1>[CH3:14][O:13][C:5]1[CH:4]=[CH:3][C:2]([B:24]2[O:28][C:27]([CH3:30])([CH3:29])[C:26]([CH3:32])([CH3:31])[O:25]2)=[CH:7][C:6]=1[N:8]1[CH2:12][CH2:11][CH2:10][CH2:9]1. Procedure: To a −78° C. solution of 1-(5-bromo-2-methoxy-phenyl)-pyrrolidine (270 mg, 1.1 mmol) in THF (17 mL) was added dropwise a solution of t-BuLi (1.3 mL, 1.7 M solution in pentane, 2.2 mmol). The resultant yellow solution was stirred for 30 min, treated with additional t-BuLi (1.3 mL, 1.7 M solution in pentane, 2.2 mmol), stirred for 45 min, and treated dropwise with 2-isopropoxy-4,4,5,5-tetramethyl-[1,3,2]dioxaborolane (0.8 mL, 4.4 mmol). The reaction was allowed to slowly warm to room temperature, ... The reactants are pyridinium bromide perbromide, C(C)(=O)N1C=C2C=3C(=CC=C(C13)Cl)C(CC2)=O (1-acetyl-8-chloro-3,4-dihydrobenz[cd]-indol-5(1H)-one), O (water). Run in C(C)(=O)O (acetic acid). Run at time 3.5 hour. Product: C(C)(=O)N1C=C2C=3C(=CC=C(C13)Cl)C(C(C2)Br)=O (1-Acetyl-4-bromo-8-chloro-3,4-dihydrobenz[cd]-indol-5(1H)-one). As a reaction SMILES: [C:1]([N:4]1[C:12]2[C:11]([Cl:13])=[CH:10][CH:9]=[C:8]3[C:14](=[O:17])[CH2:15][CH2:16][C:6]([C:7]=23)=[CH:5]1)(=[O:3])[CH3:2].C1C=C[NH+]=CC=1.[Br:24][Br-]Br.O>C(O)(=O)C>[C:1]([N:4]1[C:12]2[C:11]([Cl:13])=[CH:10][CH:9]=[C:8]3[C:14](=[O:17])[CH:15]([Br:24])[CH2:16][C:6]([C:7]=23)=[CH:5]1)(=[O:3])[CH3:2] |f:1.2|. Procedure details: To a stirred mixture of 1-acetyl-8-chloro-3,4-dihydrobenz[cd]-indol-5(1H)-one (9.7 g, 0.04 mole) in acetic acid (80 ml.) is added in one portion pyridinium bromide perbromide (13.8 g., 0.042 mole). The stirring is continued for 3.5 hours and then water (150 ml.) is added to the reaction mixture. The dark solid that separates is recovered by filtration and dried. The crude yield is 10 g. (89%) of material that is used in the next step without further purification.